From a dataset of the Open Reaction Database (ORD), a public repository of structured organic reaction records. describe an organic reaction: reactants, conditions, products, and yield The reactants are C(C)(C)(C)OC(=O)N1[C@H]2C[C@H]2C[C@H]1CN ((1S,3S,5S)-3-aminomethyl-2-aza-bicyclo[3.1.0]hexane-2-carboxylic acid tert-butyl ester), CC=1N=C2SC=CN2C1C(=O)O (6-methyl-imidazo[2,1-b]thiazole-5-carboxylic acid). Product: C(C)(C)(C)OC(=O)N1[C@H]2C[C@H]2C[C@H]1CNC(=O)C1=C(N=C2SC=CN21)C ((1S,3S,5S)-3-{[(6-methyl-imidazo[2,1-b]thiazole-5-carbonyl)-amino]-methyl}-2-aza-bicyclo[3.1.0]hexane-2-carboxylic acid tert-butyl ester). As a reaction SMILES: [C:1]([O:5][C:6]([N:8]1[C@H:13]([CH2:14][NH2:15])[CH2:12][C@H:11]2[C@@H:9]1[CH2:10]2)=[O:7])([CH3:4])([CH3:3])[CH3:2].[CH3:16][C:17]1[N:18]=[C:19]2[N:23]([C:24]=1[C:25](O)=[O:26])[CH:22]=[CH:21][S:20]2>>[C:1]([O:5][C:6]([N:8]1[C@H:13]([CH2:14][NH:15][C:25]([C:24]2[N:23]3[C:19]([S:20][CH:21]=[CH:22]3)=[N:18][C:17]=2[CH3:16])=[O:26])[CH2:12][C@H:11]2[C@@H:9]1[CH2:10]2)=[O:7])([CH3:4])([CH3:3])[CH3:2]. Procedure: prepared by reaction of (1S,3S,5S)-3-aminomethyl-2-aza-bicyclo[3.1.0]hexane-2-carboxylic acid tert-butyl ester with 6-methyl-imidazo[2,1-b]thiazole-5-carboxylic acid. LC-MS (acidic): tR=0.84 min; [M+H]+=377.1. 1H-NMR (CDCl3): δ=0.54 (bs, 1H); 0.80-0.86 (m, 1H); 1.50 (s, 9H); 1.51-1.58 (m, 1H); 1.77 (bd, J=11.8 Hz, 1H); 2.53-2.61 (m, 1H); 2.68 (s, 3H); 3.17-3.24 (m, 1H); 3.59-3.69 (m, 2H); 4.39-4.45 (m, 1H); 6.84 (d, J=4.3 Hz, 1H); 7.79 (bs, 1H); 8.27 (d, J=4.4, 1H). Starting materials: P(OC)(OC)[O-] (dimethyl phosphite), COCCCN (3-methoxypropyl amine), O (water), C(C)O (ethanol). The solvent is CO (methanol). Yields the product CP([O-])([O-])=O.COCCC[NH3+].COCCC[NH3+] (3-methoxypropyl-ammoniummethyl phosphonate). Yield: 99.9%. RXN SMILES: [P:1]([O-:6])([O:4]C)[O:2]C.O.[CH2:8](O)C.[CH3:11][O:12][CH2:13][CH2:14][CH2:15][NH2:16]>CO>[CH3:8][P:1](=[O:6])([O-:4])[O-:2].[CH3:11][O:12][CH2:13][CH2:14][CH2:15][NH3+:16].[CH3:11][O:12][CH2:13][CH2:14][CH2:15][NH3+:16] |f:5.6.7|. Procedure details: A mixture of 11 g. (0.1 moles) of dimethyl phosphite, 20 ml. of water and 20 ml. of ethanol is reacted with a mixture of 8.51 g. (0.1 moles) of 3-methoxypropyl amine and 30 ml. of methanol as described in Example 1. 18.5 g. of 3-methoxypropyl-ammoniummethyl phosphonate are obtained. Yield: 99.9%. nD30 =1.4449. Starting materials: CC(CCC(C)C)NC1=CC=C(C=C1)N (N(1,4-Dimethyl-pentyl)-benzene-1,4-diamine), CC(CCC(C)C)NC1=CC=C(C=C1)N (N(1,4-Dimethyl-pentyl)-benzene-1,4diamine), BrCC1=CC(=C(C(=C1)C(C)(C)C)O)C(C)(C)C (4Bromomethyl-2,6-di-tert-butyl-phenol), BrCC1=CC(=C(C(=C1)C(C)(C)C)O)C(C)(C)C (4-Bromomethyl-2,6-di-tert-butyl-phenol). Solvent: O1CCCC1 (tetrahydrofuran), O1CCCC1 (tetrahydrofuran). Yields the product C(C)(C)(C)C1=C(C(=CC(=C1)CNC1=CC=C(C=C1)NC(CCC(C)C)C)C(C)(C)C)O (2,6-di-tert-butyl-4-{[4-(1,4-dimethyl-pentylamino)-phenylamino)methyl}-phenol). RXN SMILES: Br[CH2:2][C:3]1[CH:8]=[C:7]([C:9]([CH3:12])([CH3:11])[CH3:10])[C:6]([OH:13])=[C:5]([C:14]([CH3:17])([CH3:16])[CH3:15])[CH:4]=1.[CH3:18][CH:19]([NH:25][C:26]1[CH:31]=[CH:30][C:29]([NH2:32])=[CH:28][CH:27]=1)[CH2:20][CH2:21][CH:22]([CH3:24])[CH3:23]>O1CCCC1>[C:9]([C:7]1[CH:8]=[C:3]([CH2:2][NH:32][C:29]2[CH:28]=[CH:27][C:26]([NH:25][CH:19]([CH3:18])[CH2:20][CH2:21][CH:22]([CH3:24])[CH3:23])=[CH:31][CH:30]=2)[CH:4]=[C:5]([C:14]([CH3:17])([CH3:16])[CH3:15])[C:6]=1[OH:13])([CH3:12])([CH3:11])[CH3:10]. Procedure: 4Bromomethyl-2,6-di-tert-butyl-phenol (2.42 g, 0.008 mole) was dissolved in 50 mL of dry tetrahydrofuran. In a separate conical flask N(1,4-Dimethyl-pentyl)-benzene-1,4-diamine (3.28 g, 0.016 mole) was dissolved in 25 mL of tetrahydrofuran and solution was transferred to a cylindrical funnel with pressure equalizing tube. Three-necked round-bottom flask containing solution of 4-Bromomethyl-2,6-di-tert-butyl-phenol was kept in oil-bath at temperature 85° C. Solution in the flask was continuously ... The reactants are C(C)(C)(C)OC(NCC1=CC(=CC=C1)NC(=N[N+](=O)[O-])N)=O (N-(3-(N′-nitroguanidino)phenylmethyl)carbamic acid t-butyl ester), FC(C(=O)O)(F)F (trifluoroacetic acid). The solvent is C(Cl)Cl (methylene chloride). Reaction conditions: time 3 hour. The product is [N+](=O)([O-])N=C(NC=1C=C(C=CC1)CN)N (N-(3-(N′-nitroguanidino)phenylmethyl)amine). The yield is 75.2%. RXN SMILES: C(OC(=O)[NH:7][CH2:8][C:9]1[CH:14]=[CH:13][CH:12]=[C:11]([NH:15][C:16]([NH2:21])=[N:17][N+:18]([O-:20])=[O:19])[CH:10]=1)(C)(C)C.FC(F)(F)C(O)=O>C(Cl)Cl>[N+:18]([N:17]=[C:16]([NH2:21])[NH:15][C:11]1[CH:10]=[C:9]([CH2:8][NH2:7])[CH:14]=[CH:13][CH:12]=1)([O-:20])=[O:19]. Procedure details: A mixture of the compound (230 mg) obtained in Example 33, methylene chloride (3 ml) and trifluoroacetic acid (1.15 ml) was stirred at room temperature for 3 h. The reaction mixture was concentrated under reduced pressure and 25% aqueous ammonia solution was added to the resulting residue, and the reaction mixture was extracted with chloroform. The organic layer was washed with a saturated aqueous sodium chloride solution and dried with anhydrous sodium sulfate, and the solvent was distilled off... Reactants: B, CSC, C=Cc1cccnc1[N+](=O)[O-], C1CCOC1. The product is O=[N+]([O-])c1ncccc1CCO. As a reaction SMILES: [BH3:1].[CH3:2][S:3][CH3:4].[N+:5](=[O:6])([O-:7])[c:8]1[n:9][cH:10][cH:11][cH:12][c:13]1[CH:14]=[CH2:15].[O:16]1[CH2:17][CH2:18][CH2:19][CH2:20]1>>[N+:5](=[O:6])([O-:7])[c:8]1[n:9][cH:10][cH:11][cH:12][c:13]1[CH2:14][CH2:15][OH:16]. Starting materials: [BH4-].[Na+] (sodium borohydride), C(C)OC(=O)C1C(CCC1)=O (2-oxo-cyclopentylcarboxylic acid ethyl ester), NaH2PO4. Run in CO (methanol). Conditions: temperature 0 celsius. Product: C(C)OC(=O)C1C(CCC1)O (2-hydroxy-cyclopentylcarboxylic acid ethyl ester). Yield: 69.5%. RXN SMILES: [BH4-].[Na+].[CH2:3]([O:5][C:6]([CH:8]1[CH2:12][CH2:11][CH2:10][C:9]1=[O:13])=[O:7])[CH3:4]>CO>[CH2:3]([O:5][C:6]([CH:8]1[CH2:12][CH2:11][CH2:10][CH:9]1[OH:13])=[O:7])[CH3:4] |f:0.1|. Procedure: 1st method: 10 g of sodium borohydride are added to a solution of 62.4 g (0.4 mole) of 2-oxo-cyclopentylcarboxylic acid ethyl ester in 200 ml of methanol cooled to 0° C. When the reaction, which is followed by thin layer chromatography, is completed, the reaction mixture is poured with caution into an aqueous solution saturated with NaH2PO4. By extracting with ethyl ether and subsequently evaporating off the solvent, a residue is obtained which is purified by under vacuum distillation yielding 4... Reactants: [BH4-].[Na+] (sodium borohydride), COC([C@@H](NC(=O)OCC1=CC=CC=C1)CC1=CC=C(C=C1)OCC)=O ((S)-N-benzyloxycarbonyl-O-ethyltyrosine methyl ester), CO (methanol). Solvent: O1CCCC1 (tetrahydrofuran). Reaction conditions: time 2 hour. The product is C(C1=CC=CC=C1)OC(=O)N[C@H](CO)CC1=CC=C(C=C1)OCC ((S)-N-Benzyloxycarbonyl-2-(4-ethoxybenzyl)-2-aminoethanol). Reaction SMILES: [BH4-].[Na+].C[O:4][C:5](=O)[C@H:6]([CH2:18][C:19]1[CH:24]=[CH:23][C:22]([O:25][CH2:26][CH3:27])=[CH:21][CH:20]=1)[NH:7][C:8]([O:10][CH2:11][C:12]1[CH:17]=[CH:16][CH:15]=[CH:14][CH:13]=1)=[O:9].CO>O1CCCC1>[CH2:11]([O:10][C:8]([NH:7][C@@H:6]([CH2:18][C:19]1[CH:24]=[CH:23][C:22]([O:25][CH2:26][CH3:27])=[CH:21][CH:20]=1)[CH2:5][OH:4])=[O:9])[C:12]1[CH:13]=[CH:14][CH:15]=[CH:16][CH:17]=1 |f:0.1|. Procedure details: 31.80 g (848.4 mmol) of sodium borohydride is added to a solution of 221.41 g (605.9 mmol) of (S)-N-benzyloxycarbonyl-O-ethyltyrosine methyl ester in 1.5 l of tetrahydrofuran at room temperature. 270 ml of methanol is instilled in it with stirring within 2 hours. Then, the tetrahydrofuran is distilled off in a vacuum, the residue is taken up in 1 l of water and extracted three times with 700 ml of ethyl acetate. The combined organic phase is washed with water, dried with sodium sulfate and conce...